This data is from the Open Reaction Database (ORD), a public repository of structured organic reaction records. The task is: describe an organic reaction: reactants, conditions, products, and yield Reactants: ClC=1SC(=C(N1)CO)C(=O)OCC (ethyl 2-chloro-4-(hydroxymethyl)-1,3-thiazole-5-carboxylate), ClC=1SC(=C(N1)CO)C(=O)OCC (ethyl 2-chloro-4-(hydroxymethyl)-1,3-thiazole-5-carboxylate), C(C)(C)O (isopropanol). Reagents/catalysts: [O-2].[O-2].[O-2].[Cr+6] (chromium trioxide). Solvent: CC(=O)C (acetone), S(O)(O)(=O)=O (Sulfuric acid), O (water). Conditions: time 2 hour. The product is ClC=1SC(=C(N1)C(=O)O)C(=O)OCC (2-chloro-5-(ethoxycarbonyl)-1,3-thiazole-4-carboxylic acid). The yield is 90.0%. RXN SMILES: [Cl:1][C:2]1[S:3][C:4]([C:9]([O:11][CH2:12][CH3:13])=[O:10])=[C:5]([CH2:7][OH:8])[N:6]=1.C([OH:17])(C)C>CC(C)=O.S(=O)(=O)(O)O.O.[O-2].[O-2].[O-2].[Cr+6]>[Cl:1][C:2]1[S:3][C:4]([C:9]([O:11][CH2:12][CH3:13])=[O:10])=[C:5]([C:7]([OH:17])=[O:8])[N:6]=1 |f:5.6.7.8|. Procedure: To a solution of ethyl 2-chloro-4-(hydroxymethyl)-1,3-thiazole-5-carboxylate (2.5 g, 11 mmol, Intermediate 215) in acetone at 0° C. was slowly added a solution of chromium trioxide (2.26 g, 22 mmol) in 20% conc. Sulfuric acid in water (20 mL). After stirring at room temperature for 2 hrs, isopropanol (1 mL) was added to quench unreacted chromium trioxide. The reaction was diluted with water and the acetone was removed. Partitioning with methylene chloride (×3), drying with MgSO4 and concentratin... Reactants: O=C1NCCNC1 (2-oxopiperazine), CN(C)C(=[N+](C)C)ON1C2=C(C=CC=C2)N=N1.[B-](F)(F)(F)F (TBTU), C(C)(C)N(CC)C(C)C (diisopropylethylamine), ClC=1C(C(C(=O)NCC2=NC3=C(N2)C=CC(=C3)Cl)C=CC1O)=C=O (3-chloro-N-(5-chloro-1H-benzimidazol-2-ylmethyl)-4-hydroxy-carbonylbenzamide). Run in CN(C=O)C (N,N-dimethylformamide), CN(C=O)C (N,N-dimethylformamide). The product is ClC=1C=C(C(=O)NCC2=NC3=C(N2)C=CC(=C3)Cl)C=CC1C(=O)N1CC(NCC1)=O (3-chloro-N-(5-chloro-1H-benzimidazol-2-ylmethyl)-4-(3-oxopiperazin-1-ylcarbonyl)benzamide). RXN SMILES: [Cl:1][C:2]1[C:3](=C=O)[CH:4]([CH:19]=[CH:20][C:21]=1O)[C:5]([NH:7][CH2:8][C:9]1[NH:13][C:12]2[CH:14]=[CH:15][C:16]([Cl:18])=[CH:17][C:11]=2[N:10]=1)=[O:6].CN([C:28]([O:32]N1N=NC2C=CC=CC1=2)=[N+:29]([CH3:31])[CH3:30])C.[B-](F)(F)(F)F.C(N(C(C)C)CC)(C)C.[O:56]=[C:57]1CNC[CH2:59][NH:58]1>CN(C)C=O>[Cl:1][C:2]1[CH:3]=[C:4]([CH:19]=[CH:20][C:21]=1[C:28]([N:29]1[CH2:30][CH2:59][NH:58][C:57](=[O:56])[CH2:31]1)=[O:32])[C:5]([NH:7][CH2:8][C:9]1[NH:13][C:12]2[CH:14]=[CH:15][C:16]([Cl:18])=[CH:17][C:11]=2[N:10]=1)=[O:6] |f:1.2|. Procedure details: 0.182 g (0.50 mmol) of 3-chloro-N-(5-chloro-1H-benzimidazol-2-ylmethyl)-4-hydroxy-carbonylbenzamide is dissolved in 5 mL of N,N-dimethylformamide and 160.5 mg (0.50 mmol) of TBTU and 85.6 μL (0.50 mmol) of diisopropylethylamine are added successively with stirring at ambient temperature. Then a solution of 50 mg (0.50 mmol) of 2-oxopiperazine in 5 mL of N,N-dimethylformamide is added dropwise and the reaction mixture is stirred for 3 hours at ambient temperature. Then the solvent is eliminated i...